This data is from the Open Reaction Database (ORD), a public repository of structured organic reaction records. The task is: describe an organic reaction: reactants, conditions, products, and yield The reactants are O=C(O)c1ccccc1-c1ccccc1CN1C(=O)c2ccccc2C1=O, CC(C)CCN, On1nnc2ccccc21. The product is CC(C)CCNC(=O)c1ccccc1-c1ccccc1CN1C(=O)c2ccccc2C1=O. As a reaction SMILES: [C:1]1(=[O:27])[c:2]2[c:3]([cH:23][cH:24][cH:25][cH:26]2)[C:4](=[O:22])[N:5]1[CH2:6][c:7]1[c:8](-[c:13]2[c:14]([C:19](=[O:20])[OH:21])[cH:15][cH:16][cH:17][cH:18]2)[cH:9][cH:10][cH:11][cH:12]1.[CH2:28]([CH2:29][CH:30]([CH3:31])[CH3:32])[NH2:33].[OH:34][n:35]1[c:36]2[c:37]([cH:38][cH:39][cH:40][cH:41]2)[n:42][n:43]1>>[C:1]1(=[O:27])[c:2]2[c:3]([cH:23][cH:24][cH:25][cH:26]2)[C:4](=[O:22])[N:5]1[CH2:6][c:7]1[c:8](-[c:13]2[c:14]([C:19](=[O:20])[NH:33][CH2:28][CH2:29][CH:30]([CH3:31])[CH3:32])[cH:15][cH:16][cH:17][cH:18]2)[cH:9][cH:10][cH:11][cH:12]1. Starting materials: solution, COC=1C=C2C(CC(SC2=CC1F)(C)C)=O (6-methoxy-7-fluoro-2,2-dimethyl-thiochroman-4-one), COC=1C=C2C(CC(SC2=CC1F)(C)C)=O (6-methoxy-7-fluoro-2,2-dimethyl-thiochroman-4-one), B(Br)(Br)Br (BBr3). Solvent: C(Cl)Cl (CH2Cl2), C(Cl)Cl (CH2Cl2). Conditions: temperature -230 celsius, time 23 hour. Product: OC=1C=C2C(CC(SC2=CC1F)(C)C)=O (6-Hydroxy-7-fluoro-2,2-dimethylthiochroman-4-one). Yield: 67.9%. Reaction SMILES: C[O:2][C:3]1[CH:4]=[C:5]2[C:10](=[CH:11][C:12]=1[F:13])[S:9][C:8]([CH3:15])([CH3:14])[CH2:7][C:6]2=[O:16].B(Br)(Br)Br>C(Cl)Cl>[OH:2][C:3]1[CH:4]=[C:5]2[C:10](=[CH:11][C:12]=1[F:13])[S:9][C:8]([CH3:14])([CH3:15])[CH2:7][C:6]2=[O:16]. Procedure details: To a solution of 6-methoxy-7-fluoro-2,2-dimethyl-thiochroman-4-one (Compound 203, 1.75 g, 7.29 mmol) in 25 mL CH2Cl2 cooled to -23° C. was added BBr3 (5.46 g, 21.8 mmol; 21.8 mL of a 1M solution in CH2Cl2) over a 10 minute period. After stirring for 23 hours at -230° C. the solution was warmed to 0° C. for 3 hours, and then cooled to -78° C. and quenched by the slow addition of 25 mL of H2O. Upon warming to room temperature the aqueous layer was extracted with CH2Cl2 and the combined organic lay... Starting materials: [C@@H]1(C=CCCCC1)N1C(C2=CC=CC=C2C1=O)=O ((R)-2-(Cyclohept-2-enyl)isoindoline-1,3-dione), BrN1C(CCC1=O)=O (N-bromosuccinimide), C(C)O (ethanol), BrN1C(CCC1=O)=O (N-bromosuccinimide), C(C)O (ethanol), BrN1C(CCC1=O)=O (N-bromosuccinimide), C(C)O (ethanol). The solvent is C(Cl)(Cl)Cl (chloroform). Run at time 8 hour. Yields the product Br[C@H]1[C@@H](CCCC[C@@H]1O)N1C(C2=CC=CC=C2C1=O)=O (2-((1R,2S,3S)-2-Bromo-3-hydroxycycloheptyl)isoindoline-1,3-dione). Isolated yield 69.6%. Reaction SMILES: [C@@H:1]1([N:8]2[C:16](=[O:17])[C:15]3[C:10](=[CH:11][CH:12]=[CH:13][CH:14]=3)[C:9]2=[O:18])[CH2:7][CH2:6][CH2:5]CC=[CH:2]1.[Br:19]N1C(=O)CCC1=O.[CH2:27]([OH:29])[CH3:28]>C(Cl)(Cl)Cl>[Br:19][C@@H:2]1[C@@H:27]([OH:29])[CH2:28][CH2:5][CH2:6][CH2:7][C@H:1]1[N:8]1[C:16](=[O:17])[C:15]2[C:10](=[CH:11][CH:12]=[CH:13][CH:14]=2)[C:9]1=[O:18]. Procedure details: To a solution of (R)-2-(Cyclohept-2-enyl)isoindoline-1,3-dione (4.00 g, 16.58 mmol) in chloroform (40.0 ml) and ethanol (1.400 mL) was added N-bromosuccinimide (3.78 g, 21.22 mmol) as a solid over 5 minutes at room temperature. After addition was complete, the reaction mixture was stirred at room temperature overnight under a nitrogen atmosphere. An additional portion of N-bromosuccinimide (1.9 g) and 1.4 mL of ethanol were then added and the mixture was allowed to continue to mix at room temper... The reactants are C(C=1C(N)=CC=CC1)#N (anthranilonitrile), ClN1C(CCC1=O)=O (N-chlorosuccinimide). The solvent is C(C)#N (acetonitrile). Run at temperature 50 celsius. Yields the product ClC1=CC(=C(N)C=C1)C#N (4-Chloro-2-cyanoaniline). Isolated yield 46.3%. RXN SMILES: [C:1](#[N:9])[C:2]1[C:3](=[CH:5][CH:6]=[CH:7][CH:8]=1)[NH2:4].[Cl:10]N1C(=O)CCC1=O>C(#N)C>[Cl:10][C:7]1[CH:6]=[CH:5][C:3]([NH2:4])=[C:2]([C:1]#[N:9])[CH:8]=1. Procedure: A 2 L round bottom flask was charged with 138 g (1.168 mol) of anthranilonitrile (Aldrich) and 1.05 L of acetonitrile. The flask was heated to 50° C. and 172.5 g (1.29 mol) of N-chlorosuccinimide (Aldrich) was added in one portion. The reaction was heated at reflux for 2.0 h (HPLC monitoring), cooled to approx. 35° C., and the solvent is removed by rotovap at reduced pressure. The residue was partitioned between 1.5 L ethyl acetate and 1 L cold water. The aqueous layer was extracted with ethyl a... Reactants: BrC1=NC=C(C#N)C=C1 (6-bromonicotinonitrile), C1COC2(CCC(CC2)=O)O1 (1,4-cyclohexanedione monoethylene ketal), ice water, C(CCC)[Li] (n-Butyllithium). The solvent is C1CCOC1 (THF), CCCCCC (hexane), C1CCOC1 (THF). Reaction conditions: temperature 20 celsius, time 10 minute. Yields the product OC1(CCC2(OCCO2)CC1)C1=NC=C(C#N)C=C1 (6-(8-Hydroxy-1,4-dioxaspiro[4.5]dec-8-yl)nicotinonitrile). Yield: 97.8%. Reaction SMILES: Br[C:2]1[CH:9]=[CH:8][C:5]([C:6]#[N:7])=[CH:4][N:3]=1.C([Li])CCC.[CH2:15]1[O:25][C:18]2([CH2:23][CH2:22][C:21](=[O:24])[CH2:20][CH2:19]2)[O:17][CH2:16]1>C1COCC1.CCCCCC>[OH:24][C:21]1([C:2]2[CH:9]=[CH:8][C:5]([C:6]#[N:7])=[CH:4][N:3]=2)[CH2:22][CH2:23][C:18]2([O:17][CH2:16][CH2:15][O:25]2)[CH2:19][CH2:20]1. Procedure: A solution of 6-bromonicotinonitrile (2 g, 0.011 mol) in 50 mL of dry THF and 15 mL of dry hexane under argon was cooled to −100° C. in a liquid nitrogen-Et2O bath. n-Butyllithium (7.5 mL, 0.011 mol, 1.6 M solution in hexane) was added rapidly dropwise so that the internal temperature did not exceed −95° C. The orange solution was stirred for an additional 10 min at −100° C. to −95° C. and then treated dropwise over 10 min with a solution of 1,4-cyclohexanedione monoethylene ketal (1.8 g, 0.011 ... Reactants: O=C([O-])[O-], COC(=O)c1cccc2[nH]c3c(c12)C(=O)CCC3, Cl, [I-], [K+], [K+], [Na+], ClCc1ccccn1. The product is COC(=O)c1cccc2c1c1c(n2Cc2ccccn2)CCCC1=O. Reaction SMILES: [C:19](=[O:20])([O-:21])[O-:22].[C:1](=[O:2])([O:3][CH3:4])[c:5]1[c:6]2[c:7]3[c:12]([nH:13][c:14]2[cH:15][cH:16][cH:17]1)[CH2:11][CH2:10][CH2:9][C:8]3=[O:18].[ClH:27].[I-:26].[K+:23].[K+:24].[Na+:25].[c:28]1([CH2:34][Cl:35])[cH:29][cH:30][cH:31][cH:32][n:33]1>>[C:1](=[O:2])([O:3][CH3:4])[c:5]1[c:6]2[c:7]3[c:12]([n:13]([CH2:34][c:28]4[cH:29][cH:30][cH:31][cH:32][n:33]4)[c:14]2[cH:15][cH:16][cH:17]1)[CH2:11][CH2:10][CH2:9][C:8]3=[O:18]. Starting materials: CNC(=O)c1ccc(C)c(-n2c(C)cc(O)c(Br)c2=O)c1, O=C([O-])[O-], CN1CCCC1=O, Fc1ccc(CBr)c(F)c1, [K+], [K+], O. Product: CNC(=O)c1ccc(C)c(-n2c(C)cc(OCc3ccc(F)cc3F)c(Br)c2=O)c1. As a reaction SMILES: [Br:1][c:2]1[c:3](=[O:21])[n:4](-[c:10]2[cH:11][c:12]([C:13](=[O:14])[NH:15][CH3:16])[cH:17][cH:18][c:19]2[CH3:20])[c:5]([CH3:9])[cH:6][c:7]1[OH:8].[C:22](=[O:23])([O-:24])[O-:25].[CH3:28][N:29]1[CH2:30][CH2:31][CH2:32][C:33]1=[O:34].[F:35][c:36]1[c:37]([CH2:38][Br:39])[cH:40][cH:41][c:42]([F:44])[cH:43]1.[K+:26].[K+:27].[OH2:45]>>[Br:1][c:2]1[c:3](=[O:21])[n:4](-[c:10]2[cH:11][c:12]([C:13](=[O:14])[NH:15][CH3:16])[cH:17][cH:18][c:19]2[CH3:20])[c:5]([CH3:9])[cH:6][c:7]1[O:8][CH2:38][c:37]1[c:36]([F:35])[cH:43][c:42]([F:44])[cH:41][cH:40]1. Starting materials: CCOC(=O)C(NC(=O)OC(C)(C)C)C1C(CCO)C1C(=O)OCC, ClC(Cl)(Cl)Cl, CN(C)C=O, CCOC(C)=O, O, c1ccc(P(c2ccccc2)c2ccccc2)cc1. The product is CCOC(=O)C(NC(=O)OC(C)(C)C)C1C(CCCl)C1C(=O)OCC. As a reaction SMILES: [C:1]([CH3:2])([CH3:3])([CH3:4])[O:5][C:6](=[O:7])[NH:8][CH:9]([C:10](=[O:11])[O:12][CH2:13][CH3:14])[CH:15]1[CH:16]([C:21](=[O:22])[O:23][CH2:24][CH3:25])[CH:17]1[CH2:18][CH2:19][OH:20].[C:45]([Cl:46])([Cl:47])([Cl:48])[Cl:49].[CH3:51][N:52]([CH3:53])[CH:54]=[O:55].[CH3:56][CH2:57][O:58][C:59](=[O:60])[CH3:61].[OH2:50].[c:26]1([P:27]([c:28]2[cH:29][cH:30][cH:31][cH:32][cH:33]2)[c:34]2[cH:35][cH:36][cH:37][cH:38][cH:39]2)[cH:40][cH:41][cH:42][cH:43][cH:44]1>>[C:1]([CH3:2])([CH3:3])([CH3:4])[O:5][C:6](=[O:7])[NH:8][CH:9]([C:10](=[O:11])[O:12][CH2:13][CH3:14])[CH:15]1[CH:16]([C:21](=[O:22])[O:23][CH2:24][CH3:25])[CH:17]1[CH2:18][CH2:19][Cl:46]. Yields the product COc1ccc(CN(c2ccccc2)c2cc(-c3ccc(C#N)c(F)c3)nn3ccnc23)cc1. As a reaction SMILES: [C:27](#[N:28])[c:29]1[c:30]([F:38])[cH:31][c:32]([B:35]([OH:36])[OH:37])[cH:33][cH:34]1.[C:39](=[O:40])([O-:41])[O-:42].[Cl:1][c:2]1[cH:3][c:4]([N:11]([c:12]2[cH:13][cH:14][cH:15][cH:16][cH:17]2)[CH2:18][c:19]2[cH:20][cH:21][c:22]([O:25][CH3:26])[cH:23][cH:24]2)[c:5]2[n:6]([n:7]1)[cH:8][cH:9][n:10]2.[Cs+:43].[Cs+:44].[O:122]=[CH:123][N:124]([CH3:125])[CH3:126].[Pd:45].[c:103]1([P:104]([c:105]2[cH:106][cH:107][cH:108][cH:109][cH:110]2)[c:111]2[cH:112][cH:113][cH:114][cH:115][cH:116]2)[cH:117][cH:118][cH:119][cH:120][cH:121]1.[c:46]1([P:47]([c:48]2[cH:49][cH:50][cH:51][cH:52][cH:53]2)[c:54]2[cH:55][cH:56][cH:57][cH:58][cH:59]2)[cH:60][cH:61][cH:62][cH:63][cH:64]1.[c:65]1([P:66]([c:67]2[cH:68][cH:69][cH:70][cH:71][cH:72]2)[c:73]2[cH:74][cH:75][cH:76][cH:77][cH:78]2)[cH:79][cH:80][cH:81][cH:82][cH:83]1.[c:84]1([P:85]([c:86]2[cH:87][cH:88][cH:89][cH:90][cH:91]2)[c:92]2[cH:93][cH:94][cH:95][cH:96][cH:97]2)[cH:98][cH:99][cH:100][cH:101][cH:102]1>>[c:2]1(-[c:32]2[cH:31][c:30]([F:38])[c:29]([C:27]#[N:28])[cH:34][cH:33]2)[cH:3][c:4]([N:11]([c:12]2[cH:13][cH:14][cH:15][cH:16][cH:17]2)[CH2:18][c:19]2[cH:20][cH:21][c:22]([O:25][CH3:26])[cH:23][cH:24]2)[c:5]2[n:6]([n:7]1)[cH:8][cH:9][n:10]2. The reactants are N#Cc1ccc(B(O)O)cc1F, O=C([O-])[O-], COc1ccc(CN(c2ccccc2)c2cc(Cl)nn3ccnc23)cc1, [Cs+], [Cs+], CN(C)C=O, [Pd], c1ccc(P(c2ccccc2)c2ccccc2)cc1, c1ccc(P(c2ccccc2)c2ccccc2)cc1, c1ccc(P(c2ccccc2)c2ccccc2)cc1, c1ccc(P(c2ccccc2)c2ccccc2)cc1. The reactants are FC=1C=C(C=CC1)C(C)=O (3′-fluoroacetophenone), C=1C=CC2=C(C1)N=NN2O (HOBt), Cl.NCC(=O)N1CCC(CC1)NC1=C(C=CC=C1)Cl (2-amino-1-[4-(2-chloro-phenylamino)-piperidin-1-yl]-ethanone hydrochloride), CCN(C(C)C)C(C)C (DIPEA), FC=1C=C(C=CC1)C1=CC(=NN1)C(=O)O (5-(3-fluoro-phenyl)-1H-pyrazole-3-carboxylic acid), Intermediate 29, CCN=C=NCCCN(C)C.Cl (EDCI.HCl). Solvent: CN(C)C=O (DMF), O (water). Conditions: time 8 hour. The product is ClC1=C(C=CC=C1)NC1CCN(CC1)C(CNC(=O)C1=NNC(=C1)C1=CC(=CC=C1)F)=O (5-(3-fluoro-phenyl)-1H-pyrazole-3-carboxylic acid {2-[4-(2-chloro-phenylamino)-piperidin-1-yl]-2-oxo-ethyl}-amide). The yield is 46.3%. As a reaction SMILES: CCN(C(C)C)C(C)C.[F:10][C:11]1[CH:12]=[C:13]([C:17]2[NH:21][N:20]=[C:19]([C:22]([OH:24])=O)[CH:18]=2)[CH:14]=[CH:15][CH:16]=1.FC1C=C(C(=O)C)C=CC=1.C1C=CC2N(O)N=NC=2C=1.CCN=C=NCCCN(C)C.Cl.Cl.[NH2:58][CH2:59][C:60]([N:62]1[CH2:67][CH2:66][CH:65]([NH:68][C:69]2[CH:74]=[CH:73][CH:72]=[CH:71][C:70]=2[Cl:75])[CH2:64][CH2:63]1)=[O:61]>CN(C=O)C.O>[Cl:75][C:70]1[CH:71]=[CH:72][CH:73]=[CH:74][C:69]=1[NH:68][CH:65]1[CH2:64][CH2:63][N:62]([C:60](=[O:61])[CH2:59][NH:58][C:22]([C:19]2[CH:18]=[C:17]([C:13]3[CH:14]=[CH:15][CH:16]=[C:11]([F:10])[CH:12]=3)[NH:21][N:20]=2)=[O:24])[CH2:67][CH2:66]1 |f:4.5,6.7|. Procedure: DIPEA (165 mg, 1.3 mmol) was added to a stirred solution of 5-(3-fluoro-phenyl)-1H-pyrazole-3-carboxylic acid (75 mg, 0.36 mmol) (prepared by the method used for the synthesis of Intermediate 29, starting from 3′-fluoroacetophenone) in DMF (2 mL) followed by HOBt (51 mg, 0.38 mmol) and EDCI.HCl (73 mg, 0.38 mmol). After 2 minutes 2-amino-1-[4-(2-chloro-phenylamino)-piperidin-1-yl]-ethanone hydrochloride (120 mg, 0.36 mmol) was added to the reaction mixture and stirring was continued at ambient t...